This data is from the Open Reaction Database (ORD), a public repository of structured organic reaction records. The task is: describe an organic reaction: reactants, conditions, products, and yield Starting materials: BrC=1C(=CC2=C(C=3N(CCO2)C(=C(N3)C(=O)N)I)C1)F (10-Bromo-9-fluoro-3-iodo-5,6-dihydroimidazo[1,2-d][1,4]benzoxazepine-2-carboxamide), C[B-](F)(F)F.[K+] (potassium methyltrifluoroborate). Product: BrC=1C(=CC2=C(C=3N(CCO2)C(=C(N3)C(=O)N)C)C1)F (10-bromo-9-fluoro-3-methyl-5,6-dihydroimidazo[1,2-d][1,4]benzoxazepine-2-carboxamide). RXN SMILES: [Br:1][C:2]1[C:3]([F:20])=[CH:4][C:5]2[O:11][CH2:10][CH2:9][N:8]3[C:12](I)=[C:13]([C:15]([NH2:17])=[O:16])[N:14]=[C:7]3[C:6]=2[CH:19]=1.[CH3:21][B-](F)(F)F.[K+]>>[Br:1][C:2]1[C:3]([F:20])=[CH:4][C:5]2[O:11][CH2:10][CH2:9][N:8]3[C:12]([CH3:21])=[C:13]([C:15]([NH2:17])=[O:16])[N:14]=[C:7]3[C:6]=2[CH:19]=1 |f:1.2|. Procedure details: 10-Bromo-9-fluoro-3-iodo-5,6-dihydroimidazo[1,2-d][1,4]benzoxazepine-2-carboxamide (0.2 g) was reacted with potassium methyltrifluoroborate similar to as described in Example 5 to give 20 mg of 10-bromo-9-fluoro-3-methyl-5,6-dihydroimidazo[1,2-d][1,4]benzoxazepine-2-carboxamide after reverse phase hplc purification. This intermediate was reacted with 2-Methyl-3-butyne-ol similar to as described in Procedure E to afford 17.4 mg of 9-fluoro-3-[(2-fluorophenyl)methyl]-10-(3-hydroxy-3-methyl-but-1-y... Product: CC1(CCO)CC(=O)N1. Reactants: C[O-], CC(=O)O, CC(=O)OCCC1(C)CC(=O)N1, CO, [Na+]. Reaction SMILES: [CH3:13][O-:14].[CH3:16][C:17](=[O:18])[OH:19].[CH3:1][C:2]1([CH2:7][CH2:8][O:9][C:10](=[O:11])[CH3:12])[CH2:3][C:4](=[O:6])[NH:5]1.[CH3:20][OH:21].[Na+:15]>>[CH3:1][C:2]1([CH2:7][CH2:8][OH:9])[CH2:3][C:4](=[O:6])[NH:5]1. The reactants are ClC1=C(C=C(C=C1)C(C)N1C(C2=CC=CC=C2C1=O)=O)F (2-[1-(4-Chloro-3-fluoro-phenyl)-ethyl]-isoindole-1,3-dione), NN (Hydrazine). The solvent is C1CCOC1 (THF). Reaction conditions: temperature 80 celsius, time 1 hour. Yields the product ClC1=C(C=C(C=C1)C(C)N)F (1-(4-chloro-3-fluoro-phenyl)-ehtylamine). Isolated yield 86.0%. As a reaction SMILES: [Cl:1][C:2]1[CH:7]=[CH:6][C:5]([CH:8]([N:10]2C(=O)C3C(=CC=CC=3)C2=O)[CH3:9])=[CH:4][C:3]=1[F:21].NN>C1COCC1>[Cl:1][C:2]1[CH:7]=[CH:6][C:5]([CH:8]([NH2:10])[CH3:9])=[CH:4][C:3]=1[F:21]. Procedure details: 2-[1-(4-Chloro-3-fluoro-phenyl)-ethyl]-isoindole-1,3-dione (4.08 g, 13.4 mmol) was dissolved in THF (100 mL). Hydrazine (4 mL) was added. The reaction was stirred at 80° C. for 1 h. Then, the solvent was evaporated and the crude was chromatograph over silica gel using ethyl acetate as solvent to yield 2.0 g of 1-(4-chloro-3-fluoro-phenyl)-ehtylamine. 1H NMR (400 Hz, Cl3CD) δ 7.34 (t, J=7.97 Hz, 1H), 7.18 (dd, J=1.90, 10.25 Hz, 1H), 7.08 (dd, J=1.90, 7.97 Hz, 1H), 4.12 (m, 1H), 1.36 (d, J=6.64, 3...